From a dataset of the Open Reaction Database (ORD), a public repository of structured organic reaction records. describe an organic reaction: reactants, conditions, products, and yield The reactants are CCOC(=O)Cl, CC(C)(C)OC(=O)NC1CCN(c2ccc(N)cc2F)C1, c1ccncc1. Product: CCOC(=O)Nc1ccc(N2CCC(NC(=O)OC(C)(C)C)C2)c(F)c1. Reaction SMILES: [Cl:22][C:23](=[O:24])[O:25][CH2:26][CH3:27].[NH2:1][c:2]1[cH:3][cH:4][c:5]([N:9]2[CH2:10][CH:11]([NH:14][C:15](=[O:16])[O:17][C:18]([CH3:19])([CH3:20])[CH3:21])[CH2:12][CH2:13]2)[c:6]([F:8])[cH:7]1.[cH:28]1[cH:29][cH:30][n:31][cH:32][cH:33]1>>[NH:1]([c:2]1[cH:3][cH:4][c:5]([N:9]2[CH2:10][CH:11]([NH:14][C:15](=[O:16])[O:17][C:18]([CH3:19])([CH3:20])[CH3:21])[CH2:12][CH2:13]2)[c:6]([F:8])[cH:7]1)[C:23](=[O:24])[O:25][CH2:26][CH3:27]. The reactants are ClC1=NC2=CC=CC=C2C=C1/C=C/CO ((E)-3-(2-chloro-3-quinolinyl)-2-propen-1-ol), C[O-].[Na+] (sodium methoxide). Solvent: CO (MeOH), C(C)(=O)OCC (ethyl acetate). The product is COC1=NC2=CC=CC=C2C=C1/C=C/CO ((E)-3-(2-methoxy-3-quinolinyl)-2-propen-1-ol). Yield: 80.0%. Reaction SMILES: Cl[C:2]1[C:11](/[CH:12]=[CH:13]/[CH2:14][OH:15])=[CH:10][C:9]2[C:4](=[CH:5][CH:6]=[CH:7][CH:8]=2)[N:3]=1.[CH3:16][O-:17].[Na+]>CO.C(OCC)(=O)C>[CH3:16][O:17][C:2]1[C:11](/[CH:12]=[CH:13]/[CH2:14][OH:15])=[CH:10][C:9]2[C:4](=[CH:5][CH:6]=[CH:7][CH:8]=2)[N:3]=1 |f:1.2|. Reported procedure: A mixture of (E)-3-(2-chloro-3-quinolinyl)-2-propen-1-ol (5.74 g) and sodium methoxide (28% in methanol; 10 ml) in MeOH (30 ml) was refluxed for 2 hours. The mixture was diluted with ethyl acetate, washed with water and brine, dried and concentrated. The residue was washed with cyclohexane-i-Pr2O to give the titled compound (4.50 g; 80%) as a colorless solid. The reactants are C1(=CC=CC=C1)C(C1CCN(CC1)CCCN1C(C=2C(C1=O)=CC=CC2)=O)C2=CC=CC=C2 (4-diphenylmethyl-1-(3-phthalimidopropyl)piperidine), O.NN (hydrazine hydrate). The solvent is C(C)O (ethanol). Yields the product NCCCN1CCC(CC1)C(C1=CC=CC=C1)C1=CC=CC=C1 (1-(3-Aminopropyl)-4-diphenylmethylpiperidine). The yield is 47.2%. As a reaction SMILES: [C:1]1([CH:7]([C:28]2[CH:33]=[CH:32][CH:31]=[CH:30][CH:29]=2)[CH:8]2[CH2:13][CH2:12][N:11]([CH2:14][CH2:15][CH2:16][N:17]3C(=O)C4=CC=CC=C4C3=O)[CH2:10][CH2:9]2)[CH:6]=[CH:5][CH:4]=[CH:3][CH:2]=1.O.NN>C(O)C>[NH2:17][CH2:16][CH2:15][CH2:14][N:11]1[CH2:12][CH2:13][CH:8]([CH:7]([C:28]2[CH:33]=[CH:32][CH:31]=[CH:30][CH:29]=2)[C:1]2[CH:2]=[CH:3][CH:4]=[CH:5][CH:6]=2)[CH2:9][CH2:10]1 |f:1.2|. Procedure details: A mixture of 2.8 g of 4-diphenylmethyl-1-(3-phthalimidopropyl)piperidine (prepared as described in Preparation 44') and 0.90 g of hydrazine hydrate in 100 ml of ethanol was heated under reflux for 2 hours. At the end of this time, the mixture was cooled to room temperature and filtered. The mixture was concentrated by evaporation under reduced pressure, to give 0.93 g (yield 47%) of the title compound as an oil. Reactants: Cl.NCCC(=O)OCC (ethyl β-alaninate hydrochloride), O.ON1N=NC2=C1C=CC=C2 (1-hydroxybenzotriazole monohydrate), C1(CCCCC1)C(C1=C(SC(=C1)C1=CC=CC=C1)C)NC1=CC=C(C(=O)O)C=C1 (4-{[cyclohexyl(2-methyl-5-phenylthiophen-3-yl)methyl]amino}benzoic acid), Cl.C(C)N=C=NCCCN(C)C (1-ethyl-3-(3-dimethylaminopropyl)carbodiimide hydrochloride), Cl (Hydrochloric acid), [OH-].[Na+] (sodium hydroxide). Run in CN(C=O)C (N,N-dimethylformamide), C(C)N(CC)CC (triethylamine), C(C)O (ethanol), O1CCCC1 (tetrahydrofuran). Reaction conditions: time 2 hour. Product: C1(CCCCC1)C(C1=C(SC(=C1)C1=CC=CC=C1)C)NC1=CC=C(C=C1)C(=O)NCCC(=O)O (3-{[(4-{[cyclohexyl(2-methyl-5-phenylthiophen-3-yl)methyl]amino}phenyl)carbonyl]amino}propanoic acid). Yield: 65.8%. Reaction SMILES: [CH:1]1([CH:7]([NH:20][C:21]2[CH:29]=[CH:28][C:24]([C:25](O)=[O:26])=[CH:23][CH:22]=2)[C:8]2[CH:12]=[C:11]([C:13]3[CH:18]=[CH:17][CH:16]=[CH:15][CH:14]=3)[S:10][C:9]=2[CH3:19])[CH2:6][CH2:5][CH2:4][CH2:3][CH2:2]1.Cl.[NH2:31][CH2:32][CH2:33][C:34]([O:36]CC)=[O:35].O.ON1C2C=CC=CC=2N=N1.Cl.C(N=C=NCCCN(C)C)C.Cl.[OH-].[Na+]>CN(C)C=O.C(O)C.O1CCCC1.C(N(CC)CC)C>[CH:1]1([CH:7]([NH:20][C:21]2[CH:22]=[CH:23][C:24]([C:25]([NH:31][CH2:32][CH2:33][C:34]([OH:36])=[O:35])=[O:26])=[CH:28][CH:29]=2)[C:8]2[CH:12]=[C:11]([C:13]3[CH:18]=[CH:17][CH:16]=[CH:15][CH:14]=3)[S:10][C:9]=2[CH3:19])[CH2:6][CH2:5][CH2:4][CH2:3][CH2:2]1 |f:1.2,3.4,5.6,8.9|. Reported procedure: To a mixture of 4-{[cyclohexyl(2-methyl-5-phenylthiophen-3-yl)methyl]amino}benzoic acid (300 mg) synthesized above, ethyl β-alaninate hydrochloride (136 mg), 1-hydroxybenzotriazole monohydrate (136 mg) and triethylamine (124 μL) in N,N-dimethylformamide (10 mL) was added 1-ethyl-3-(3-dimethylaminopropyl)carbodiimide hydrochloride (170 mg), and the mixture was stirred at room temperature for 2 hr. 1N Hydrochloric acid was added to quench the reaction, and the mixture was extracted with ethyl acet... Reactants: [Br-], [Br-], [Br-], CN(C)c1ccc(-c2cnc3c(ccn3COCC[Si](C)(C)C)c2)cc1, ClCCl, [Na+], O=C([O-])O, c1ccncc1, c1cc[nH+]cc1, c1cc[nH+]cc1, c1cc[nH+]cc1. The product is CN(C)c1ccc(-c2cnc3c(c2)c(Br)cn3COCC[Si](C)(C)C)cc1. As a reaction SMILES: [Br-:7].[Br-:8].[Br-:9].[CH3:28][N:29]([c:30]1[cH:31][cH:32][c:33](-[c:36]2[cH:37][c:38]3[c:39]([n:40][cH:41]2)[n:42]([CH2:45][O:46][CH2:47][CH2:48][Si:49]([CH3:50])([CH3:51])[CH3:52])[cH:43][cH:44]3)[cH:34][cH:35]1)[CH3:53].[Cl:59][CH2:60][Cl:61].[Na+:58].[O-:54][C:55]([OH:56])=[O:57].[cH:1]1[cH:2][cH:3][n:4][cH:5][cH:6]1.[nH+:10]1[cH:11][cH:12][cH:13][cH:14][cH:15]1.[nH+:16]1[cH:17][cH:18][cH:19][cH:20][cH:21]1.[nH+:22]1[cH:23][cH:24][cH:25][cH:26][cH:27]1>>[Br:7][c:44]1[c:38]2[cH:37][c:36](-[c:33]3[cH:32][cH:31][c:30]([N:29]([CH3:28])[CH3:53])[cH:35][cH:34]3)[cH:41][n:40][c:39]2[n:42]([CH2:45][O:46][CH2:47][CH2:48][Si:49]([CH3:50])([CH3:51])[CH3:52])[cH:43]1. Reactants: BrC1=NC=C(C=C1)Br (2,5-dibromopyridine), C1(=CC=CC=C1)B(O)O (phenylboronic acid), C([O-])([O-])=O.[K+].[K+] (potassium carbonate). Solvent: C(OC)COC (dimethoxyethane), O (water). Yields the product C1(=CC=CC=C1)C1=NC=C(C=C1)Br (2-phenyl-5-bromopyridine). Reaction SMILES: Br[C:2]1[CH:7]=[CH:6][C:5]([Br:8])=[CH:4][N:3]=1.[C:9]1(B(O)O)[CH:14]=[CH:13][CH:12]=[CH:11][CH:10]=1.C(=O)([O-])[O-].[K+].[K+]>C(COC)OC.O>[C:9]1([C:2]2[CH:7]=[CH:6][C:5]([Br:8])=[CH:4][N:3]=2)[CH:14]=[CH:13][CH:12]=[CH:11][CH:10]=1 |f:2.3.4|. Reported procedure: A mixture is prepared of 2,5-dibromopyridine (10 g, 42.21 mmol), phenylboronic acid (5.1 g, 42.21 mmol), and potassium carbonate (11.7 g, 84.42 mmol) in 100 mL dimethoxyethane and 40 mL of water. Nitrogen is bubbled directly into the mixture for 30 minutes. Next, tetrakis(triphenylphosphine)palladium(0) was added (244 mg, 2.11 mmol) and the mixture is heated to reflux under nitrogen overnight. The mixture is cooled and diluted with ethyl acetate and water. The layers are separated and the aqueou... Reaction SMILES: [CH2:1]([CH2:2][CH2:3][CH2:4][CH3:5])[c:6]1[cH:7][cH:8][c:9]([CH2:10][Cl:11])[cH:12][cH:13]1.[CH3:26][CH2:27][O-:28].[CH3:29][CH2:30][OH:31].[F:14][c:15]1[c:16]([OH:24])[cH:17][cH:18][c:19]([C:22]#[N:23])[c:20]1[F:21].[Na+:25]>>[CH2:1]([CH2:2][CH2:3][CH2:4][CH3:5])[c:6]1[cH:7][cH:8][c:9]([CH2:10][O:24][c:16]2[c:15]([F:14])[c:20]([F:21])[c:19]([C:22]#[N:23])[cH:18][cH:17]2)[cH:12][cH:13]1. Product: CCCCCc1ccc(COc2ccc(C#N)c(F)c2F)cc1. Reactants: CCCCCc1ccc(CCl)cc1, CC[O-], CCO, N#Cc1ccc(O)c(F)c1F, [Na+].